Dataset: the Open Reaction Database (ORD), a public repository of structured organic reaction records. Task: describe an organic reaction: reactants, conditions, products, and yield Starting materials: COc1cc2c(cc1O[Si](C)(C)C(C)(C)C)CN(C(=O)OC(C)(C)C)CC2, CCCC[N+](CCCC)(CCCC)CCCC, [F-], C1CCOC1. Product: COc1cc2c(cc1O)CN(C(=O)OC(C)(C)C)CC2. As a reaction SMILES: [CH3:1][C:2]([CH3:3])([CH3:4])[O:5][C:6](=[O:7])[N:8]1[CH2:9][c:10]2[cH:11][c:12]([O:20][Si:21]([C:22]([CH3:23])([CH3:24])[CH3:25])([CH3:26])[CH3:27])[c:13]([O:18][CH3:19])[cH:14][c:15]2[CH2:16][CH2:17]1.[CH3:29][CH2:30][CH2:31][CH2:32][N+:33]([CH2:34][CH2:35][CH2:36][CH3:37])([CH2:38][CH2:39][CH2:40][CH3:41])[CH2:42][CH2:43][CH2:44][CH3:45].[F-:28].[O:46]1[CH2:47][CH2:48][CH2:49][CH2:50]1>>[CH3:1][C:2]([CH3:3])([CH3:4])[O:5][C:6](=[O:7])[N:8]1[CH2:9][c:10]2[cH:11][c:12]([OH:20])[c:13]([O:18][CH3:19])[cH:14][c:15]2[CH2:16][CH2:17]1. Starting materials: [Br-], CCc1sc(C2CCSCC2)cc1C=O, [Mg+]C1CCCCC1, [Cl-], [NH4+], C1CCOC1, C1CCOC1. Yields the product CCc1sc(C2CCSCC2)cc1C(O)C1CCCCC1. RXN SMILES: [Br-:21].[CH2:1]([CH3:2])[c:3]1[s:4][c:5]([CH:10]2[CH2:11][CH2:12][S:13][CH2:14][CH2:15]2)[cH:6][c:7]1[CH:8]=[O:9].[CH:22]1([Mg+:28])[CH2:23][CH2:24][CH2:25][CH2:26][CH2:27]1.[Cl-:29].[NH4+:30].[O:16]1[CH2:17][CH2:18][CH2:19][CH2:20]1.[O:31]1[CH2:32][CH2:33][CH2:34][CH2:35]1>>[CH2:1]([CH3:2])[c:3]1[s:4][c:5]([CH:10]2[CH2:11][CH2:12][S:13][CH2:14][CH2:15]2)[cH:6][c:7]1[CH:8]([OH:9])[CH:22]1[CH2:23][CH2:24][CH2:25][CH2:26][CH2:27]1. Starting materials: O=C(n1ccnc1)n1ccnc1, CC(C)C[Al+]CC(C)C, Cc1ccccc1, CO, [H-], C1CCOC1, O=C(O)C1CCc2ccccc2O1. The product is O=CC1CCc2ccccc2O1. As a reaction SMILES: [C:19]([n:20]1[cH:21][cH:22][n:23][cH:24]1)([n:25]1[cH:26][cH:27][n:28][cH:29]1)=[O:30].[CH3:32][CH:33]([CH3:34])[CH2:35][Al+:36][CH2:37][CH:38]([CH3:39])[CH3:40].[CH3:41][c:42]1[cH:43][cH:44][cH:45][cH:46][cH:47]1.[CH3:48][OH:49].[H-:31].[O:14]1[CH2:15][CH2:16][CH2:17][CH2:18]1.[O:1]1[CH:2]([C:11](=[O:12])[OH:13])[CH2:3][CH2:4][c:5]2[c:6]1[cH:7][cH:8][cH:9][cH:10]2>>[O:1]1[CH:2]([CH:11]=[O:12])[CH2:3][CH2:4][c:5]2[c:6]1[cH:7][cH:8][cH:9][cH:10]2. The reactants are BrCCCCCCC (1-bromoheptane), S1C=CC=C1 (thiophene), CCCCCC (hexane), [Li]CCCC (n-BuLi). Solvent: C1CCOC1 (THF). Conditions: time 5 hour. Product: C(CCCCCC)C=1SC(=CC1)CCCCCCC (2,5-diheptylthiophene). Yield: 76.0%. Reaction SMILES: [S:1]1[CH:5]=[CH:4][CH:3]=[CH:2]1.[Li][CH2:7][CH2:8][CH2:9][CH3:10].[CH3:11][CH2:12][CH2:13]CCC.Br[CH2:18][CH2:19][CH2:20][CH2:21][CH2:22][CH2:23][CH3:24]>C1COCC1>[CH2:10]([C:2]1[S:1][C:5]([CH2:18][CH2:19][CH2:20][CH2:21][CH2:22][CH2:23][CH3:24])=[CH:4][CH:3]=1)[CH2:9][CH2:8][CH2:7][CH2:11][CH2:12][CH3:13]. Reported procedure: In a typical experiment, 2 g (0.024 mole) of thiophene in 50 ml THF (dried over sodium) were treated with 2.5 eq. 1.5M n-BuLi in hexane (0.06 mole, 45 ml) at 0° C. When addition was completed, the mixture was stirred at room temperature for 5 hours. The solution was cooled at 0° C., quenched with 9.5 ml (0.06 mole) of 1-bromoheptane and then stirred at room temperature for 24 hours. The mixture was poured into ice, extracted with ether, dried (MgSO4), and the solvent evaporated. The crude produc... Starting materials: Cl, CCOC(=O)c1ccc(OCCCc2c(N)nc(N)[nH]c2=O)cc1, [Na+], [OH-]. Product: Nc1nc(N)c(CCCOc2ccc(C(=O)O)cc2)c(=O)[nH]1. Reaction SMILES: [ClH:27].[NH2:1][c:2]1[nH:3][c:4](=[O:24])[c:5]([CH2:9][CH2:10][CH2:11][O:12][c:13]2[cH:14][cH:15][c:16]([C:17](=[O:18])[O:19][CH2:20][CH3:21])[cH:22][cH:23]2)[c:6]([NH2:8])[n:7]1.[Na+:26].[OH-:25]>>[NH2:1][c:2]1[nH:3][c:4](=[O:24])[c:5]([CH2:9][CH2:10][CH2:11][O:12][c:13]2[cH:14][cH:15][c:16]([C:17](=[O:18])[OH:19])[cH:22][cH:23]2)[c:6]([NH2:8])[n:7]1. The reactants are BrC=1C(=C2C(=CNC2=CC1F)C=O)F (5-bromo-4,6-difluoro-1H-indole-3-carbaldehyde), CC1(COB(OC1)C1=CC=C(C=C1)C1(COC1)O)C (3-[4-(5,5-dimethyl-1,3,2-dioxaborinan-2-yl)phenyl]oxetan-3-ol), C([O-])([O-])=O.[K+].[K+] (potassium carbonate). Reagents/catalysts: C1=CC=C(C=C1)P([C-]2C=CC=C2)C3=CC=CC=C3.C1=CC=C(C=C1)P([C-]2C=CC=C2)C3=CC=CC=C3.Cl[Pd]Cl.[Fe+2] ([1,1′-bis(diphenylphosphino)ferrocene]dichloropalladium(II)). Solvent: C1(=CC=CC=C1)C (toluene), C(C)O (ethanol), C(C)(=O)OCC (ethyl acetate), [Cl-].[NH4+] (ammonium chloride). Conditions: temperature 110 celsius. The product is FC1=C2C(=CNC2=CC(=C1C1=CC=C(C=C1)C1(COC1)O)F)C=O (4,6-difluoro-5-[4-(3-hydroxyoxetan-3-yl)phenyl]-1H-indole-3-carbaldehyde). Isolated yield 18.0%. As a reaction SMILES: Br[C:2]1[C:3]([F:14])=[C:4]2[C:8](=[CH:9][C:10]=1[F:11])[NH:7][CH:6]=[C:5]2[CH:12]=[O:13].CC1(C)COB([C:22]2[CH:27]=[CH:26][C:25]([C:28]3([OH:32])[CH2:31][O:30][CH2:29]3)=[CH:24][CH:23]=2)OC1.C(=O)([O-])[O-].[K+].[K+]>C1(C)C=CC=CC=1.C(O)C.C(OCC)(=O)C.[Cl-].[NH4+].C1C=CC(P(C2C=CC=CC=2)[C-]2C=CC=C2)=CC=1.C1C=CC(P(C2C=CC=CC=2)[C-]2C=CC=C2)=CC=1.Cl[Pd]Cl.[Fe+2]>[F:14][C:3]1[C:2]([C:22]2[CH:23]=[CH:24][C:25]([C:28]3([OH:32])[CH2:31][O:30][CH2:29]3)=[CH:26][CH:27]=2)=[C:10]([F:11])[CH:9]=[C:8]2[C:4]=1[C:5]([CH:12]=[O:13])=[CH:6][NH:7]2 |f:2.3.4,8.9,10.11.12.13|. Procedure details: A mixture of 5-bromo-4,6-difluoro-1H-indole-3-carbaldehyde (157 mg, 0.64 mmol), 3-[4-(5,5-dimethyl-1,3,2-dioxaborinan-2-yl)phenyl]oxetan-3-ol (190 mg, 0.725 mmol), and 2M aqueous potassium carbonate (1.2 mL, 2.4 mmol) in toluene (4 mL) and ethanol (2 mL) was degassed with nitrogen for 10 minutes, then treated with [1,1′-bis(diphenylphosphino)ferrocene]dichloropalladium(II) (44 mg, 0.06 mmol). The reaction mixture was sealed and heated to for 110° C. for 16 hours. The cooled reaction mixture was ...